This data is from the Open Reaction Database (ORD), a public repository of structured organic reaction records. The task is: describe an organic reaction: reactants, conditions, products, and yield Starting materials: COC(C(OP(=O)(O)[C@H](C(C)C)NS(=O)(=O)CC1=CC=CC=C1)C1=CC(=CC=C1)NC(=NC(=O)OC(C)(C)C)NC(=O)OC(C)(C)C)=O (2-(3-(N′,N″-di(t-butoxycarbonyl)guanidino)phenyl)-2-((1R)-(1-(benzylsulfonyl)amino-2-methylpropyl)(hydroxy)phosphinoyloxy)ethanoic acid methyl ester), [Li+].[OH-] (LiOH), Cl (HCl). The solvent is CO (methanol), O (H2O). Reaction conditions: time 6 hour. The product is C(C)(C)(C)OC(=O)N=C(NC=1C=C(C=CC1)C(C(=O)O)OP(=O)(O)[C@H](C(C)C)NS(=O)(=O)CC1=CC=CC=C1)NC(=O)OC(C)(C)C (2-(3-(N′,N″-di(t-butoxycarbonyl)guanidino)phenyl)-2-((1R)-(1-(benzylsulfonyl)amino-2-methylpropyl)(hydroxy)phosphinoyloxy)ethanoic acid). Reaction SMILES: C[O:2][C:3](=[O:48])[CH:4]([C:24]1[CH:29]=[CH:28][CH:27]=[C:26]([NH:30][C:31]([NH:40][C:41]([O:43][C:44]([CH3:47])([CH3:46])[CH3:45])=[O:42])=[N:32][C:33]([O:35][C:36]([CH3:39])([CH3:38])[CH3:37])=[O:34])[CH:25]=1)[O:5][P:6]([C@@H:9]([NH:13][S:14]([CH2:17][C:18]1[CH:23]=[CH:22][CH:21]=[CH:20][CH:19]=1)(=[O:16])=[O:15])[CH:10]([CH3:12])[CH3:11])([OH:8])=[O:7].[Li+].[OH-].Cl>CO.O>[C:36]([O:35][C:33]([N:32]=[C:31]([NH:40][C:41]([O:43][C:44]([CH3:46])([CH3:45])[CH3:47])=[O:42])[NH:30][C:26]1[CH:25]=[C:24]([CH:4]([O:5][P:6]([C@@H:9]([NH:13][S:14]([CH2:17][C:18]2[CH:23]=[CH:22][CH:21]=[CH:20][CH:19]=2)(=[O:15])=[O:16])[CH:10]([CH3:12])[CH3:11])([OH:8])=[O:7])[C:3]([OH:48])=[O:2])[CH:29]=[CH:28][CH:27]=1)=[O:34])([CH3:37])([CH3:38])[CH3:39] |f:1.2|. Procedure: To a slurry of 2-(3-(N′,N″-di(t-butoxycarbonyl)guanidino)phenyl)-2-((1R)-(1-(benzylsulfonyl)amino-2-methylpropyl)(hydroxy)phosphinoyloxy)ethanoic acid methyl ester (0.53 mmol) in 6 mL of methanol and 3 mL of H2O was added LiOH (124.3 mg, 5.3 mmol). After stirring for 6 hours, the solution was acidified to pH 2 with concentrated HCl and extracted with methylene chloride (3×). The combined organic layers were dried over MgSO4, filtered, and concentrated in vacuo to give 2-(3-(N′,N″-di(t-butoxycarb... The solvent is C(C)(C)O (isopropanol). Reported procedure: According to the procedure of European Patent Application 0 393 738 A1, hydrolyze (1-(5-hydroxymethylfur-2-ylmethyl)-1H-benzimidazol-2-yl)(1-ethoxycarbonylpiperidin-4-yl)amine using potassium hydroxide in isopropanol to give the title compound. Reactants: 738 A1, OCC1=CC=C(O1)CN1C(=NC2=C1C=CC=C2)NC2CCN(CC2)C(=O)OCC ((1-(5-hydroxymethylfur-2-ylmethyl)-1H-benzimidazol-2-yl)(1-ethoxycarbonylpiperidin-4-yl)amine), [OH-].[K+] (potassium hydroxide). Product: OCC1=CC=C(O1)CN1C(=NC2=C1C=CC=C2)NC2CCNCC2 ((1-(5-hydroxymethylfur-2-ylmethyl)-1H-benzimidazol-2-yl)(piperidin-4-yl)amine). As a reaction SMILES: [OH:1][CH2:2][C:3]1[O:7][C:6]([CH2:8][N:9]2[C:13]3[CH:14]=[CH:15][CH:16]=[CH:17][C:12]=3[N:11]=[C:10]2[NH:18][CH:19]2[CH2:24][CH2:23][N:22](C(OCC)=O)[CH2:21][CH2:20]2)=[CH:5][CH:4]=1.[OH-].[K+]>C(O)(C)C>[OH:1][CH2:2][C:3]1[O:7][C:6]([CH2:8][N:9]2[C:13]3[CH:14]=[CH:15][CH:16]=[CH:17][C:12]=3[N:11]=[C:10]2[NH:18][CH:19]2[CH2:20][CH2:21][NH:22][CH2:23][CH2:24]2)=[CH:5][CH:4]=1 |f:1.2|.